Dataset: the Open Reaction Database (ORD), a public repository of structured organic reaction records. Task: describe an organic reaction: reactants, conditions, products, and yield Reactants: N=1C=CN2C1C=CC(=C2)C(C)C2=CN=C1N2N=C(C=C1)C=1C=NN(C1)C ((rac)-3-(1-Imidazo[1,2-a]pyridin-6-yl-ethyl)-6-(1-methyl-1H-pyrazol-4-yl)-imidazo[1,2-b]pyridazine), C1CC(=O)N(C1=O)Br (NBS). Solvent: C(Cl)Cl (DCM). Conditions: time 30 minute. Yields the product BrC1=CN=C2N1C=C(C=C2)C(C)C2=CN=C1N2N=C(C=C1)C=1C=NN(C1)C ((rac)-3-[1-(3-Bromo-imidazo[1,2-a]pyridin-6-yl)-ethyl]-6-(1-methyl-1H-pyrazol-4-yl)imidazo[1,2-b]pyridazine). RXN SMILES: [N:1]1[CH:2]=[CH:3][N:4]2[CH:9]=[C:8]([CH:10]([C:12]3[N:16]4[N:17]=[C:18]([C:21]5[CH:22]=[N:23][N:24]([CH3:26])[CH:25]=5)[CH:19]=[CH:20][C:15]4=[N:14][CH:13]=3)[CH3:11])[CH:7]=[CH:6][C:5]=12.C1C(=O)N([Br:34])C(=O)C1>C(Cl)Cl>[Br:34][C:3]1[N:4]2[CH:9]=[C:8]([CH:10]([C:12]3[N:16]4[N:17]=[C:18]([C:21]5[CH:22]=[N:23][N:24]([CH3:26])[CH:25]=5)[CH:19]=[CH:20][C:15]4=[N:14][CH:13]=3)[CH3:11])[CH:7]=[CH:6][C:5]2=[N:1][CH:2]=1. Reported procedure: (rac)-3-(1-Imidazo[1,2-a]pyridin-6-yl-ethyl)-6-(1-methyl-1H-pyrazol-4-yl)-imidazo[1,2-b]pyridazine (Example 293, 607 mg, 1.768 mmol) was dissolved in DCM (18 mL) and NBS (346 mg, 1.944 mmol) was added. It was stirred at rt for 30 min then the solvent was removed. The residue was purified by flash chromatography (CombiFlash® Companion System®, with RediSep® silica gel column, 0 to 20% MeOH in DCM). Combined fractions were concentrated to give the title compound as a yellow solid (tR 0.7 min (cond... Reactants: [BH4-], C1CCOC1, CC(=O)O, Cc1ccc2c(n1)C(=O)OC2=O, [Na+]. Yields the product Cc1ccc2c(n1)COC2=O. As a reaction SMILES: [BH4-:13].[CH2:19]1[O:20][CH2:21][CH2:22][CH2:23]1.[CH3:15][C:16](=[O:17])[OH:18].[CH3:1][c:2]1[cH:3][cH:4][c:5]2[c:6]([n:7]1)[C:8](=[O:12])[O:9][C:10]2=[O:11].[Na+:14]>>[CH3:1][c:2]1[cH:3][cH:4][c:5]2[c:6]([n:7]1)[CH2:8][O:9][C:10]2=[O:11]. Reactants: S1C=CC2=C1C(NC2)=O (4H-Thieno[2,3-c]pyrrol-6(5H)-one), C(Cl)Cl (methylene chloride), BrBr (Bromine). Solvent: C(C)(=O)O (acetic acid). Reaction conditions: temperature 0 celsius, time 3 hour. Product: BrC1=CC2=C(C(NC2)=O)S1 (2-Bromo-4H-thieno[2,3-c]pyrrol-6(5H)-one). The yield is 34.3%. Reaction SMILES: [S:1]1[C:5]2[C:6](=[O:9])[NH:7][CH2:8][C:4]=2[CH:3]=[CH:2]1.C(Cl)Cl.[Br:13]Br>C(O)(=O)C>[Br:13][C:2]1[S:1][C:5]2[C:6](=[O:9])[NH:7][CH2:8][C:4]=2[CH:3]=1. Procedure: A 250-mL single-neck round-bottomed flask equipped with a magnetic stirrer was purged with nitrogen and charged with 116e (1.87 g, 13.5 mmol), methylene chloride (10 mL), acetic acid (30 mL). The mixture was cooled to 0° C. Bromine (2.30 g, 14.8 mmol) was added dropwise. After the addition was complete, the mixture was stirred for 3 h at 0° C. and then at room temperature for 48 h. After that time, the mixture was partitioned between aqueous saturated sodium bicarbonate (100 mL) and a 20% (v/v) ... Reactants: C1CCOC1, CO, CC1(C)CCC(=O)Nc2ccc([N+](=O)[O-])cc21. Yields the product CC1(C)CCCNc2ccc([N+](=O)[O-])cc21. Reaction SMILES: [CH2:20]1[O:21][CH2:22][CH2:23][CH2:24]1.[CH3:18][OH:19].[CH3:1][C:2]1([CH3:17])[c:3]2[c:4]([cH:10][cH:11][c:12]([N+:14](=[O:15])[O-:16])[cH:13]2)[NH:5][C:6](=[O:9])[CH2:7][CH2:8]1>>[CH3:1][C:2]1([CH3:17])[c:3]2[c:4]([cH:10][cH:11][c:12]([N+:14](=[O:15])[O-:16])[cH:13]2)[NH:5][CH2:6][CH2:7][CH2:8]1.